This data is from the Open Reaction Database (ORD), a public repository of structured organic reaction records. The task is: describe an organic reaction: reactants, conditions, products, and yield Reactants: Br, Br, C1NCC2=C1CNC2, CC#N, O=C(O)c1cn(-c2ccc(F)cc2)c2c(F)c(F)c(F)cc2c1=O. Product: O=C(O)c1cn(-c2ccc(F)cc2)c2c(F)c(N3CC4=C(CNC4)C3)c(F)cc2c1=O. Reaction SMILES: [BrH:25].[BrH:26].[C:27]12=[C:31]([CH2:30][NH:29][CH2:28]1)[CH2:32][NH:33][CH2:34]2.[CH3:35][C:36]#[N:37].[F:1][c:2]1[cH:3][cH:4][c:5](-[n:8]2[cH:9][c:10]([C:22](=[O:23])[OH:24])[c:11](=[O:21])[c:12]3[cH:13][c:14]([F:20])[c:15]([F:19])[c:16]([F:18])[c:17]23)[cH:6][cH:7]1>>[F:1][c:2]1[cH:3][cH:4][c:5](-[n:8]2[cH:9][c:10]([C:22](=[O:23])[OH:24])[c:11](=[O:21])[c:12]3[cH:13][c:14]([F:20])[c:15]([N:29]4[CH2:28][C:27]5=[C:31]([CH2:30]4)[CH2:32][NH:33][CH2:34]5)[c:16]([F:18])[c:17]23)[cH:6][cH:7]1.